This data is from the Open Reaction Database (ORD), a public repository of structured organic reaction records. The task is: describe an organic reaction: reactants, conditions, products, and yield The reactants are C1CCNCC1, ClCCl, COC(=O)c1cccc(I)c1, O, Cl[Pd]Cl, C#Cc1ccccc1, c1ccc(P(c2ccccc2)c2ccccc2)cc1, c1ccc(P(c2ccccc2)c2ccccc2)cc1. Yields the product COC(=O)c1cccc(C#Cc2ccccc2)c1. RXN SMILES: [CH2:20]1[CH2:21][CH2:22][NH:23][CH2:24][CH2:25]1.[Cl:26][CH2:27][Cl:28].[I:1][c:2]1[cH:3][c:4]([C:5](=[O:6])[O:7][CH3:8])[cH:9][cH:10][cH:11]1.[OH2:70].[Pd:29]([Cl:30])[Cl:31].[c:12]1([C:18]#[CH:19])[cH:13][cH:14][cH:15][cH:16][cH:17]1.[c:32]1([P:33]([c:34]2[cH:35][cH:36][cH:37][cH:38][cH:39]2)[c:40]2[cH:41][cH:42][cH:43][cH:44][cH:45]2)[cH:46][cH:47][cH:48][cH:49][cH:50]1.[c:51]1([P:52]([c:53]2[cH:54][cH:55][cH:56][cH:57][cH:58]2)[c:59]2[cH:60][cH:61][cH:62][cH:63][cH:64]2)[cH:65][cH:66][cH:67][cH:68][cH:69]1>>[c:2]1([C:19]#[C:18][c:12]2[cH:13][cH:14][cH:15][cH:16][cH:17]2)[cH:3][c:4]([C:5](=[O:6])[O:7][CH3:8])[cH:9][cH:10][cH:11]1. The reactants are FC1=CC=C(N)C=C1 (4-fluoroaniline), Cl.CN(CCCN=C=NCC)C (N-[3-(dimethylamino)propyl]-N′-ethylcarbodiimide hydrochloride), [Na] (sodium), C(C)C1CN(CCO1)C=1N=C(NC(C1)=O)CC(=O)O ([4-(2-ethylmorpholin-4-yl)-6-oxo-1,6-dihydropyrimidin-2-yl]acetic acid). The solvent is CN(C=O)C (N,N-dimethylformamide), N1=CC=CC=C1 (pyridine). Reaction conditions: time 16 hour. Yields the product C(C)C1CN(CCO1)C=1N=C(NC(C1)=O)CC(=O)NC1=CC=C(C=C1)F ((±)-2-[4-(2-ethylmorpholin-4-yl)-6-oxo-1,6-dihydropyrimidin-2-yl]-N-(4-fluorophenyl)-acetamide). Reaction SMILES: [F:1][C:2]1[CH:8]=[CH:7][C:5]([NH2:6])=[CH:4][CH:3]=1.Cl.CN(C)CCCN=C=NCC.[Na].[CH2:22]([CH:24]1[O:29][CH2:28][CH2:27][N:26]([C:30]2[N:31]=[C:32]([CH2:37][C:38](O)=[O:39])[NH:33][C:34](=[O:36])[CH:35]=2)[CH2:25]1)[CH3:23]>CN(C)C=O.N1C=CC=CC=1>[CH2:22]([CH:24]1[O:29][CH2:28][CH2:27][N:26]([C:30]2[N:31]=[C:32]([CH2:37][C:38]([NH:6][C:5]3[CH:7]=[CH:8][C:2]([F:1])=[CH:3][CH:4]=3)=[O:39])[NH:33][C:34](=[O:36])[CH:35]=2)[CH2:25]1)[CH3:23] |f:1.2,^1:20|. Procedure: 4 ml of pyridine, 472 mg of 4-fluoroaniline and 815 mg of N-[3-(dimethylamino)propyl]-N′-ethylcarbodiimide hydrochloride are successively added to a solution of 410 mg of the sodium salt of [4-(2-ethylmorpholin-4-yl)-6-oxo-1,6-dihydropyrimidin-2-yl]acetic acid in 4 ml of N,N-dimethylformamide. The reaction mixture is stirred at ambient temperature for 16 hours, and then concentrated under reduced pressure. The residue is taken up in 25 ml of water and then the pH is brought back to about 7 with ... Starting materials: Cl (hydrochloric acid), C(C)(=O)O (acetic acid), ON=C(C#CC1=CC=C(C=C1)C(F)(F)F)C1=CC=NN1C (N-hydroxy-1-(1-methyl-1H-pyrazol-5-yl)-3-[4-(trifluoromethyl)phenyl]prop-2-yn-1-imine), C([O-])([O-])=O.[K+].[K+] (potassium carbonate). Run in O (water). Yields the product CN1N=CC=C1C1=NOC(=C1)C1=CC=C(C=C1)C(F)(F)F (3-(1-Methyl-1H-pyrazol-5-yl)-5-[4-(trifluoromethyl)phenyl]-1,2-oxazole). The yield is 75.6%. RXN SMILES: Cl.C(O)(=O)C.[OH:6][N:7]=[C:8]([C:21]1[N:25]([CH3:26])[N:24]=[CH:23][CH:22]=1)[C:9]#[C:10][C:11]1[CH:16]=[CH:15][C:14]([C:17]([F:20])([F:19])[F:18])=[CH:13][CH:12]=1.C(=O)([O-])[O-].[K+].[K+]>O>[CH3:26][N:25]1[C:21]([C:8]2[CH:9]=[C:10]([C:11]3[CH:16]=[CH:15][C:14]([C:17]([F:19])([F:20])[F:18])=[CH:13][CH:12]=3)[O:6][N:7]=2)=[CH:22][CH:23]=[N:24]1 |f:3.4.5|. Reported procedure: Concentrated hydrochloric acid (0.50 mL) was added to an acetic acid (5.0 mL) solution of N-hydroxy-1-(1-methyl-1H-pyrazol-5-yl)-3-[4-(trifluoromethyl)phenyl]prop-2-yn-1-imine (303 mg) at a room temperature, and the obtained solution was then heated to reflux for 30 minutes. Thereafter, water was added to the reaction solution, and the obtained solution was then neutralized with potassium carbonate, followed by extraction with chloroform. The organic layer was washed with a saturated saline, and... Starting materials: C(C1=CC=CC=C1)ONC(CN(CC(=O)N1CCOCC1)S(=O)(=O)C1=CC=C(C=C1)OC)=O (N-benzyloxy-[(4-methoxybenzenesulfonyl)(2-morpholin-4-yl-2-oxoethyl)amino]acetamide), [H][H] (hydrogen). Reagents/catalysts: [Pd] (palladium on activated carbon). The solvent is CO (methanol). The product is CONC(CN(CC(=O)N1CCOCC1)S(=O)(=O)C1=CC=C(C=C1)OC)=O (N-methoxy-[(4-methoxybenzenesulfonyl)(2-morpholin-4-yl-2-oxoethyl)amino]acetamide). RXN SMILES: [CH2:1]([O:8][NH:9][C:10](=[O:33])[CH2:11][N:12]([S:22]([C:25]1[CH:30]=[CH:29][C:28]([O:31][CH3:32])=[CH:27][CH:26]=1)(=[O:24])=[O:23])[CH2:13][C:14]([N:16]1[CH2:21][CH2:20][O:19][CH2:18][CH2:17]1)=[O:15])C1C=CC=CC=1.[H][H]>CO.[Pd]>[CH3:1][O:8][NH:9][C:10](=[O:33])[CH2:11][N:12]([S:22]([C:25]1[CH:26]=[CH:27][C:28]([O:31][CH3:32])=[CH:29][CH:30]=1)(=[O:24])=[O:23])[CH2:13][C:14]([N:16]1[CH2:21][CH2:20][O:19][CH2:18][CH2:17]1)=[O:15]. Procedure: To a solution of N-benzyloxy-[(4-methoxybenzenesulfonyl)(2-morpholin-4-yl-2-oxoethyl)amino]acetamide (0.33 grams, 0.69 mmol) in methanol (35 mL) was added 5% palladium on activated carbon (85 mg). The mixture was agitated under 2 atmospheres hydrogen in a Parr shaker for 1.5 hours. The catalyst was removed by filtration through nylon (pore size 0.45 μm) and the solvent was evaporated. The residue was chromatographed on silica gel eluting with 5% methanol in methylene chloride to afford N-methoxy...